Dataset: the Open Reaction Database (ORD), a public repository of structured organic reaction records. Task: describe an organic reaction: reactants, conditions, products, and yield Starting materials: CCOC(=O)CC(c1cccc(OCc2ccccc2)c1)n1ccc2cc(OCCc3ccc4c(n3)NCCC4)ccc21, C1CCOC1, CO, [Cl-], [Li+], [NH4+], [OH-], O. Yields the product O=C(O)CC(c1cccc(OCc2ccccc2)c1)n1ccc2cc(OCCc3ccc4c(n3)NCCC4)ccc21. RXN SMILES: [CH2:1]([CH3:2])[O:3][C:4]([CH2:5][CH:6]([n:7]1[cH:8][cH:9][c:10]2[cH:11][c:12]([O:16][CH2:17][CH2:18][c:19]3[n:20][c:21]4[c:26]([cH:27][cH:28]3)[CH2:25][CH2:24][CH2:23][NH:22]4)[cH:13][cH:14][c:15]12)[c:29]1[cH:30][c:31]([O:35][CH2:36][c:37]2[cH:38][cH:39][cH:40][cH:41][cH:42]2)[cH:32][cH:33][cH:34]1)=[O:43].[CH2:48]1[O:49][CH2:50][CH2:51][CH2:52]1.[CH3:53][OH:54].[Cl-:46].[Li+:44].[NH4+:47].[OH-:45].[OH2:55]>>[O:3]=[C:4]([CH2:5][CH:6]([n:7]1[cH:8][cH:9][c:10]2[cH:11][c:12]([O:16][CH2:17][CH2:18][c:19]3[n:20][c:21]4[c:26]([cH:27][cH:28]3)[CH2:25][CH2:24][CH2:23][NH:22]4)[cH:13][cH:14][c:15]12)[c:29]1[cH:30][c:31]([O:35][CH2:36][c:37]2[cH:38][cH:39][cH:40][cH:41][cH:42]2)[cH:32][cH:33][cH:34]1)[OH:43].